From a dataset of the Open Reaction Database (ORD), a public repository of structured organic reaction records. describe an organic reaction: reactants, conditions, products, and yield Starting materials: C(CCC)[Sn](CCCC)(CCCC)Cl (tributyltin chloride), C(C)OCC (diethyl ether), C(CCC)[Li] (n-Butyllithium), C1(=CC=CC=C1)S(=O)(=O)N1C=CC=2C1=CN=CC2Br (1-Benzenesulfonyl-4-bromo-1H-pyrrolo[2,3-c]pyridine). Solvent: C1CCOC1 (THF), C1CCCCC1 (cyclohexane). Reaction conditions: temperature -78 celsius, time 1 hour. The product is C1(=CC=CC=C1)S(=O)(=O)N1C=CC=2C1=CN=CC2[Sn](CCCC)(CCCC)CCCC (1-Benzenesulfonyl-4-tributylstannanyl-1H-pyrrolo[2,3-c]pyridine). As a reaction SMILES: [C:1]1([S:7]([N:10]2[C:14]3=[CH:15][N:16]=[CH:17][C:18](Br)=[C:13]3[CH:12]=[CH:11]2)(=[O:9])=[O:8])[CH:6]=[CH:5][CH:4]=[CH:3][CH:2]=1.C(OCC)C.C([Li])CCC.[CH2:30]([Sn:34](Cl)([CH2:39][CH2:40][CH2:41][CH3:42])[CH2:35][CH2:36][CH2:37][CH3:38])[CH2:31][CH2:32][CH3:33]>C1COCC1.C1CCCCC1>[C:1]1([S:7]([N:10]2[C:14]3=[CH:15][N:16]=[CH:17][C:18]([Sn:34]([CH2:35][CH2:36][CH2:37][CH3:38])([CH2:39][CH2:40][CH2:41][CH3:42])[CH2:30][CH2:31][CH2:32][CH3:33])=[C:13]3[CH:12]=[CH:11]2)(=[O:9])=[O:8])[CH:6]=[CH:5][CH:4]=[CH:3][CH:2]=1. Reported procedure: 1-Benzenesulfonyl-4-bromo-1H-pyrrolo[2,3-c]pyridine (0.34 g, 1.0 mmol) was dissolved in THF (5 mL) and diethyl ether (5 mL) and the solution cooled to −78° C. n-Butyllithium (0.756 M in hexanes, 1.2 mL, 5.0 mmol) was added over 5 min then the mixture was stirred for 15 min before addition of tributyltin chloride (0.39 g, 1.2 mmol) over 10 min. The reaction mixture was stirred at −78° C. for 1 hour then allowed to warm to room temperature and diluted with cyclohexane (50 mL). The reaction mixture... The reactants are OC1=CC=C(C=C1)CC(=O)O (4-hydroxyphenylacetic acid), CC1(CC(CC(C1)(C)C)O)C (3,3,5,5-tetramethylcyclohexyl alcohol), C1(=CC=C(C=C1)S(=O)(=O)O)C (p-toluenesulfonic acid), C1=CC=CC=C1 (benzene). The solvent is O (water). Product: OC1=CC=C(C=C1)CC(=O)OC1CC(CC(C1)(C)C)(C)C (3,3,5,5-tetramethylcyclohexyl 4-hydroxyphenylacetate). The yield is 106.1%. RXN SMILES: [OH:1][C:2]1[CH:7]=[CH:6][C:5]([CH2:8][C:9]([OH:11])=[O:10])=[CH:4][CH:3]=1.[CH3:12][C:13]1([CH3:22])[CH2:18][C:17]([CH3:20])([CH3:19])[CH2:16][CH:15](O)[CH2:14]1.C1(C)C=CC(S(O)(=O)=O)=CC=1.C1C=CC=CC=1>O>[OH:1][C:2]1[CH:3]=[CH:4][C:5]([CH2:8][C:9]([O:11][CH:15]2[CH2:16][C:17]([CH3:20])([CH3:19])[CH2:18][C:13]([CH3:22])([CH3:12])[CH2:14]2)=[O:10])=[CH:6][CH:7]=1. Procedure details: A mixture of 4-hydroxyphenylacetic acid (6.08 g), 3,3,5,5-tetramethylcyclohexyl alcohol (6.24 g), p-toluenesulfonic acid (1 g) and benzene (300 mL) was refluxed for 8 hours with continuous water separation. The mixture was cooled and washed with 10% Na2CO3, then with water. Drying over MgSO4 and evaporation in vacuo yielded 12.3 g of 3,3,5,5-tetramethylcyclohexyl 4-hydroxyphenylacetate. That product, which can be represented by the structural formula ##STR27## is characterized by the following N... Starting materials: BrC=1C2=C(OC1C)C(=CC=C2)[N+](=O)[O-] (3-bromo-2-methyl-7-nitrobenzo[b]furan), C(C)(=O)O (acetic acid). Reagents/catalysts: [Fe] (iron). Run in C(C)O (ethanol), O1CCOCC1 (dioxane). Yields the product NC1=CC=CC2=C1OC(=C2Br)C (7-amino-3-bromo-2-methylbenzo[b]furan). Yield: 98.9%. RXN SMILES: [Br:1][C:2]1[C:3]2[CH:11]=[CH:10][CH:9]=[C:8]([N+:12]([O-])=O)[C:4]=2[O:5][C:6]=1[CH3:7].C(O)(=O)C>C(O)C.O1CCOCC1.[Fe]>[NH2:12][C:8]1[C:4]2[O:5][C:6]([CH3:7])=[C:2]([Br:1])[C:3]=2[CH:11]=[CH:10][CH:9]=1. Reported procedure: To a solution of 3-bromo-2-methyl-7-nitrobenzo[b]furan (300 mg) and acetic acid (776 mg) in a mixture of ethanol (6 ml) and dioxane (1.5 ml) was added iron (722 mg) at 50° C. The mixture was refluxed for 1.5 hours and the insoluble material was filtered off. The filtratate was evaporated in vacuo with toluene. The residue was extracted with a mixture of ethyl acetate and saturated aqueous sodium bicarbonate. The organic layer was separated and it was extracted with ethyl acetate from aqueous lay... Starting materials: Brc1cccnc1 (bromide 22), N=C(N)Cc1ccccc1 (amidine S6). Reagents/catalysts: C1CCC2=NCCCN2CC1 (DBU 24), CS(=O)(=O)O[Pd]1(<-P(C2=CC=CC=C2)(C2=CC=CC=C2)C2=C(C3=C(P(C4=CC=CC=C4)C4=CC=CC=C4)C=CC4=C3C=CC=C4)C3=C(C=CC=C3)C=C2)<-NC2=C(C=CC=C2)C2=CC=CC=C21 (BINAP Pd G3 30). The solvent is CS(C)=O (DMSO), CS(C)=O (DMSO), CS(C)=O (DMSO), CS(C)=O (DMSO). Run at time 22 hour. Product: N=C(Cc1ccccc1)Nc1cccnc1, Brc1cccnc1, N=C(N)Cc1ccccc1, c1ccc(-c2ccccc2)cc1 (biphenyl). Procedure details: The Mosquito was used to combine the source plate solutions by multi-aspiration of 250 nL of each of the four reaction components and then to dose the resulting reaction mixture (1 uL) into a 1536-well plate Reactants: step-ii, FC=1C=C(CN2N=CC(=C2)C2=CN(C3=NC=C(C=C32)C=3C=CC(=NC3)N3CCN(CC3)C(=O)OC(C)(C)C)S(=O)(=O)C3=CC=C(C)C=C3)C=CC1 (tert-butyl 4-(5-(3-(1-(3-fluorobenzyl)-1H-pyrazol-4-yl)-1-tosyl-1H-pyrrolo[2,3-b]pyridin-5-yl)pyridin-2-yl)piperazine-1-carboxylate), C(=O)(C(F)(F)F)O.C(Cl)Cl (TFA DCM). The product is FC=1C=C(CN2N=CC(=C2)C2=CNC3=NC=C(C=C32)C=3C=NC(=CC3)N3CCNCC3)C=CC1 (3-(1-(3-fluorobenzyl)-1H-pyrazol-4-yl)-5-(6-(piperazin-1-yl)pyridin-3-yl)-1H-pyrrolo[2,3-b]pyridine). Isolated yield 30.6%. As a reaction SMILES: [F:1][C:2]1[CH:3]=[C:4]([CH:49]=[CH:50][CH:51]=1)[CH2:5][N:6]1[CH:10]=[C:9]([C:11]2[C:19]3[C:14](=[N:15][CH:16]=[C:17]([C:20]4[CH:21]=[CH:22][C:23]([N:26]5[CH2:31][CH2:30][N:29](C(OC(C)(C)C)=O)[CH2:28][CH2:27]5)=[N:24][CH:25]=4)[CH:18]=3)[N:13](S(C3C=CC(C)=CC=3)(=O)=O)[CH:12]=2)[CH:8]=[N:7]1.C(O)(C(F)(F)F)=O.C(Cl)Cl>>[F:1][C:2]1[CH:3]=[C:4]([CH:49]=[CH:50][CH:51]=1)[CH2:5][N:6]1[CH:10]=[C:9]([C:11]2[C:19]3[C:14](=[N:15][CH:16]=[C:17]([C:20]4[CH:25]=[N:24][C:23]([N:26]5[CH2:27][CH2:28][NH:29][CH2:30][CH2:31]5)=[CH:22][CH:21]=4)[CH:18]=3)[NH:13][CH:12]=2)[CH:8]=[N:7]1 |f:1.2|. Procedure details: Using similar reaction conditions as described in step-ii of example-7, tert-butyl 4-(5-(3-(1-(3-fluorobenzyl)-1H-pyrazol-4-yl)-1-tosyl-1H-pyrrolo[2,3-b]pyridin-5-yl)pyridin-2-yl)piperazine-1-carboxylate (70 mg, 0.126 mmol) was deprotected with TFA/DCM (1/5 ml). This afforded 17.5 mg (24.3% yield) of the titled compound. 1H NMR (CD3OD, 300 MHz): δ 8.53 (s, 3H), 8.23 (s, 1H), 8.16-8.12 (dd, 1H), 7.97 (s, 1H), 7.73 (s, 1H), 7.40-7.30 (m, 1H), 7.20-7.10 (m, 2H), 7.09-6.95 (m, 1H), 5.43 (s, 2H), 3.9...